Dataset: the Open Reaction Database (ORD), a public repository of structured organic reaction records. Task: describe an organic reaction: reactants, conditions, products, and yield The reactants are N#Cc1ccc(C=O)cc1, CCO, NNc1cc(N2CCOCC2)n2nc(-c3ccccc3)cc2n1, O=C(O)C(F)(F)F. Product: N#Cc1ccc(C=NNc2cc(N3CCOCC3)n3nc(-c4ccccc4)cc3n2)cc1. RXN SMILES: [C:31](#[N:32])[c:33]1[cH:34][cH:35][c:36]([CH:37]=[O:38])[cH:39][cH:40]1.[CH3:41][CH2:42][OH:43].[O:8]1[CH2:9][CH2:10][N:11]([c:14]2[cH:15][c:16]([NH:29][NH2:30])[n:17][c:18]3[n:19]2[n:20][c:21](-[c:23]2[cH:24][cH:25][cH:26][cH:27][cH:28]2)[cH:22]3)[CH2:12][CH2:13]1.[OH:1][C:2]([C:3]([F:4])([F:5])[F:6])=[O:7]>>[O:8]1[CH2:9][CH2:10][N:11]([c:14]2[cH:15][c:16]([NH:29][N:30]=[CH:37][c:36]3[cH:35][cH:34][c:33]([C:31]#[N:32])[cH:40][cH:39]3)[n:17][c:18]3[n:19]2[n:20][c:21](-[c:23]2[cH:24][cH:25][cH:26][cH:27][cH:28]2)[cH:22]3)[CH2:12][CH2:13]1. Starting materials: hydrogen and 2-[(1-hydroxy-1-methylpropyl)]-1,10-phenanthroline, [H-].[Na+] (sodium hydride), C(C)C(=O)C (methyl ethyl ketone), N1=CC=CC2=CC=C3C=CC=NC3=C12 (1,10-phenanthroline), CI (methyl iodide). Yields the product COC(CC)(C)C1=NC2=C3N=CC=CC3=CC=C2C=C1 (2-[(1-methoxy-1-methylpropyl)]-1,10-phenanthroline). As a reaction SMILES: [N:1]1[C:14]2[C:5](=[CH:6][CH:7]=[C:8]3[C:13]=2[N:12]=[CH:11][CH:10]=[CH:9]3)[CH:4]=[CH:3][CH:2]=1.[CH3:15]I.[H-].[Na+].[CH2:19]([C:21]([CH3:23])=[O:22])[CH3:20]>>[CH3:15][O:22][C:21]([C:2]1[CH:3]=[CH:4][C:5]2[C:14](=[C:13]3[C:8](=[CH:7][CH:6]=2)[CH:9]=[CH:10][CH:11]=[N:12]3)[N:1]=1)([CH3:23])[CH2:19][CH3:20] |f:2.3|. Procedure: An embodiment of the above described 2-step process is shown in the following reaction scheme wherein R is hydrogen and 2-[(1-hydroxy-1-methylpropyl)]-1,10-phenanthroline is prepared by coupling methyl ethyl ketone with 1,10-phenanthroline, and the coupling product alkylated with methyl iodide and sodium hydride to form 2-[(1-methoxy-1-methylpropyl)]-1,10-phenanthroline. The latter is reduced with the lanthanideII reducing agent, samarium diiodide, to provide 2-(1-methylpropyl)-1,10-phenanthroli...